The task is: describe an organic reaction: reactants, conditions, products, and yield. This data is from the Open Reaction Database (ORD), a public repository of structured organic reaction records. The reactants are FC1=C(NC=2C(=CNC(C2)=O)C(=O)OCC)C=CC(=C1)I (Ethyl 4-(2-fluoro-4-iodoanilino)-6-oxo-1,6-dihydro-3-pyridinecarboxylate), [H-].[Na+] (NaH), C(C)(C)(C)OC(CBr)=O (t-butylbromoacetate). The solvent is CN(C)C=O (DMF). Yields the product C(C)(C)(C)OC(CN1C=C(C(=CC1=O)NC1=C(C=C(C=C1)I)F)C(=O)OCC)=O (Ethyl 1-(2-tert-butoxy-2-oxoethyl)-4-(2-fluoro-4-iodoanilino)-6-oxo-1,6-dihydro-3-pyridinecarboxylate), solid. Yield: 72.0%. As a reaction SMILES: [F:1][C:2]1[CH:20]=[C:19]([I:21])[CH:18]=[CH:17][C:3]=1[NH:4][C:5]1[C:6]([C:12]([O:14][CH2:15][CH3:16])=[O:13])=[CH:7][NH:8][C:9](=[O:11])[CH:10]=1.[H-].[Na+].[C:24]([O:28][C:29](=[O:32])[CH2:30]Br)([CH3:27])([CH3:26])[CH3:25]>CN(C=O)C>[C:24]([O:28][C:29](=[O:32])[CH2:30][N:8]1[C:9](=[O:11])[CH:10]=[C:5]([NH:4][C:3]2[CH:17]=[CH:18][C:19]([I:21])=[CH:20][C:2]=2[F:1])[C:6]([C:12]([O:14][CH2:15][CH3:16])=[O:13])=[CH:7]1)([CH3:27])([CH3:26])[CH3:25] |f:1.2|. Procedure: Ethyl 4-(2-fluoro-4-iodoanilino)-6-oxo-1,6-dihydro-3-pyridinecarboxylate was reacted with NaH and t-butylbromoacetate in DMF under the same conditions as for example 22, step A to give a crude solid which was purified by column chromatography on silica gel (1% MeOH/CH2Cl2 as eluant). Ethyl 1-(2-tert-butoxy-2-oxoethyl)-4-(2-fluoro-4-iodoanilino)-6-oxo-1,6-dihydro-3-pyridinecarboxylate was isolated as a white solid (72%), m.p. (EtOAc/hexanes) 149-151° C. 1H NMR [(CD3)2SO, 400 MHz] δ 9.34 (s, 1H), ... The reactants are O=C=Nc1ccc(F)cc1, CCCCNc1cc(Oc2ccc(N)cc2)ccn1, C1CCOC1. Yields the product CCCCNc1cc(Oc2ccc(NC(=O)Nc3ccc(F)cc3)cc2)ccn1. As a reaction SMILES: [F:20][c:21]1[cH:22][cH:23][c:24]([N:27]=[C:28]=[O:29])[cH:25][cH:26]1.[NH2:1][c:2]1[cH:3][cH:4][c:5]([O:6][c:7]2[cH:8][c:9]([NH:13][CH2:14][CH2:15][CH2:16][CH3:17])[n:10][cH:11][cH:12]2)[cH:18][cH:19]1.[O:30]1[CH2:31][CH2:32][CH2:33][CH2:34]1>>[NH:1]([c:2]1[cH:3][cH:4][c:5]([O:6][c:7]2[cH:8][c:9]([NH:13][CH2:14][CH2:15][CH2:16][CH3:17])[n:10][cH:11][cH:12]2)[cH:18][cH:19]1)[C:28]([NH:27][c:24]1[cH:23][cH:22][c:21]([F:20])[cH:26][cH:25]1)=[O:29]. Reactants: C(C1=CC=CC=C1)(=O)Cl (Benzoyl chloride), BrC=1C=C(C=C(C1N)Br)C1=CC=CC=C1 (3,5-dibromobiphenyl-4-amine), O (water). Solvent: N1=CC=CC=C1 (pyridine). Conditions: time 16 hour. Yields the product BrC=1C=C(C=C(C1NC(C1=CC=CC=C1)=O)Br)C1=CC=CC=C1 (N-(3,5-dibromobiphenyl-4-yl)benzamide). As a reaction SMILES: [C:1](Cl)(=[O:8])[C:2]1[CH:7]=[CH:6][CH:5]=[CH:4][CH:3]=1.[Br:10][C:11]1[CH:12]=[C:13]([C:19]2[CH:24]=[CH:23][CH:22]=[CH:21][CH:20]=2)[CH:14]=[C:15]([Br:18])[C:16]=1[NH2:17].O>N1C=CC=CC=1>[Br:10][C:11]1[CH:12]=[C:13]([C:19]2[CH:24]=[CH:23][CH:22]=[CH:21][CH:20]=2)[CH:14]=[C:15]([Br:18])[C:16]=1[NH:17][C:1](=[O:8])[C:2]1[CH:7]=[CH:6][CH:5]=[CH:4][CH:3]=1. Procedure details: Benzoyl chloride (4.0 mL, 0.035 mol) was added to a solution of 3,5-dibromobiphenyl-4-amine (10.5 g, 0.032 mol) in pyridine (75 mL). This was stirred for 16 h before being poured into water. The crude solid was filtered, washed with water and chromatographed (silica gel). The column was eluted first with hexanes and dichloromethane (1:1) then dichloromethane to afford the product as a white solid. Starting materials: C(C)C(CBr)CCCC (2-ethylhexylbromide), λmax(CH2Cl2), [H-].[Na+] (Sodium hydride), BrC1=CC=C(C=C1)O (4-bromophenol), resultant mixture. Run in CN(C)C=O (DMF), light petroleum, CN(C)C=O (DMF), O (water), CCOCC (ether). Reaction conditions: time 2 hour. Yields the product C(C)C(COC1=CC=C(C=C1)Br)CCCC (4-(2′-Ethylhexyloxy)phenylbromide). As a reaction SMILES: [H-].[Na+].[Br:3][C:4]1[CH:9]=[CH:8][C:7]([OH:10])=[CH:6][CH:5]=1.[CH2:11]([CH:13]([CH2:16][CH2:17][CH2:18][CH3:19])[CH2:14]Br)[CH3:12]>CN(C=O)C.O.CCOCC>[CH2:11]([CH:13]([CH2:16][CH2:17][CH2:18][CH3:19])[CH2:14][O:10][C:7]1[CH:8]=[CH:9][C:4]([Br:3])=[CH:5][CH:6]=1)[CH3:12] |f:0.1|. Reported procedure: Sodium hydride (60% dispersion in oil, 17.4 g, 435 mmol) was added in portions to a cold (ice-bath) solution of 4-bromophenol (49.0 g, 283 mmol) in dry DMF (780 cm3). The mixture was stirred at that temperature for 2 h and the ice bath was removed. A solution of 2-ethylhexylbromide (54.4 cm3, 306 mmol) in 150 cm3 of dry DMF was added dropwise through an addition funnel to the reaction mixture and the reaction was stirred at room temperature overnight (21 h). The resultant mixture was diluted wit...